Dataset: the Open Reaction Database (ORD), a public repository of structured organic reaction records. Task: describe an organic reaction: reactants, conditions, products, and yield Reactants: Brc1ccccn1, C1CCOC1, [Li]CCCC, O=C(c1ccccc1)c1ccccc1. The product is OC(c1ccccc1)(c1ccccc1)c1ccccn1. Reaction SMILES: [Br:1][c:2]1[cH:3][cH:4][cH:5][cH:6][n:7]1.[CH2:27]1[O:28][CH2:29][CH2:30][CH2:31]1.[CH3:8][CH2:9][CH2:10][CH2:11][Li:12].[O:13]=[C:14]([c:15]1[cH:16][cH:17][cH:18][cH:19][cH:20]1)[c:21]1[cH:22][cH:23][cH:24][cH:25][cH:26]1>>[c:2]1([C:14]([OH:13])([c:15]2[cH:16][cH:17][cH:18][cH:19][cH:20]2)[c:21]2[cH:22][cH:23][cH:24][cH:25][cH:26]2)[cH:3][cH:4][cH:5][cH:6][n:7]1. Starting materials: COC(=O)c1ccc(CN(C(C(=O)OC(C)(C)C)C(C)C)S(=O)(=O)c2ccc(OC)cc2)cc1, [Li+], C1CCOC1, [OH-]. Yields the product COc1ccc(S(=O)(=O)N(Cc2ccc(C(=O)O)cc2)C(C(=O)OC(C)(C)C)C(C)C)cc1. Reaction SMILES: [CH3:1][O:2][C:3]([c:4]1[cH:5][cH:6][c:7]([CH2:10][N:11]([S:12](=[O:13])(=[O:14])[c:15]2[cH:16][cH:17][c:18]([O:21][CH3:22])[cH:19][cH:20]2)[CH:23]([CH:24]([CH3:25])[CH3:26])[C:27](=[O:28])[O:29][C:30]([CH3:31])([CH3:32])[CH3:33])[cH:8][cH:9]1)=[O:34].[Li+:36].[O:37]1[CH2:38][CH2:39][CH2:40][CH2:41]1.[OH-:35]>>[O:2]=[C:3]([c:4]1[cH:5][cH:6][c:7]([CH2:10][N:11]([S:12](=[O:13])(=[O:14])[c:15]2[cH:16][cH:17][c:18]([O:21][CH3:22])[cH:19][cH:20]2)[CH:23]([CH:24]([CH3:25])[CH3:26])[C:27](=[O:28])[O:29][C:30]([CH3:31])([CH3:32])[CH3:33])[cH:8][cH:9]1)[OH:34]. Starting materials: BrCC1=C(C=CC=C1)Cl (1-(bromomethyl)-2-chlorobenzene), [N-]=[N+]=[N-].[Na+] (sodium azide). Run in C(C)#N (acetonitrile). Product: N(=[N+]=[N-])CC1=C(C=CC=C1)Cl (1-(azidomethyl)-2-chlorobenzene). RXN SMILES: Br[CH2:2][C:3]1[CH:8]=[CH:7][CH:6]=[CH:5][C:4]=1[Cl:9].[N-:10]=[N+:11]=[N-:12].[Na+]>C(#N)C>[N:10]([CH2:2][C:3]1[CH:8]=[CH:7][CH:6]=[CH:5][C:4]=1[Cl:9])=[N+:11]=[N-:12] |f:1.2|. Procedure details: A mixture of 1-(bromomethyl)-2-chlorobenzene (5 g, 24.3 mmol) and sodium azide (2.37 g, 36.5 mmol) in acetonitrile (48.7 mL) was refluxed for 3 h under N2 atmosphere. Then, the mixture was filtered and concentrated in vacuo. The residue was diluted in DCM, washed with H2O and brine, dried over Na2SO4 and concentrated in vacuo to afford crude 1-(azidomethyl)-2-chlorobenzene. The residue was used for the next reaction without further purification. A mixture of the above crude residue, 2-cyanoaceta...